From a dataset of the Open Reaction Database (ORD), a public repository of structured organic reaction records. describe an organic reaction: reactants, conditions, products, and yield The reactants are C(C)OC(NC1=CC2=CC=C(C=C2C=C1)Cl)=O (N-(6-chloro-2-naphthyl)carbamic acid ethyl ester), ClN1C(CCC1=O)=O (N-chlorosuccinimide), Cl (HCl), O (water). The solvent is C(C)(=O)O (acetic acid), C(C)(=O)O (acetic acid). Conditions: temperature 50 celsius. The product is C(C)OC(NC1=C(C2=CC=C(C=C2C=C1)Cl)Cl)=O (N-(1,6-dichloro-2-naphthyl)carbamic acid ethyl ester). As a reaction SMILES: [CH2:1]([O:3][C:4](=[O:17])[NH:5][C:6]1[CH:15]=[CH:14][C:13]2[C:8](=[CH:9][CH:10]=[C:11]([Cl:16])[CH:12]=2)[CH:7]=1)[CH3:2].[Cl:18]N1C(=O)CCC1=O.Cl.O>C(O)(=O)C>[CH2:1]([O:3][C:4](=[O:17])[NH:5][C:6]1[CH:15]=[CH:14][C:13]2[C:8](=[CH:9][CH:10]=[C:11]([Cl:16])[CH:12]=2)[C:7]=1[Cl:18])[CH3:2]. Procedure details: A mixture of N-(6-chloro-2-naphthyl)carbamic acid ethyl ester (725 mg, 2.90 mmol), N-chlorosuccinimide (387 mg, 2.90 mmol) and 1 M HCl in acetic acid (2.90 mL, 2.90 mmol) in acetic acid (20 mL) is heated at 50° C. under N2 atmosphere for 1 hour. After cooling to room temperature, water (10 mL) is added and extracted with EtOAc. The organic layer is washed with brine, dried (Na2SO4) and concentrated by rotary evaporator to give N-(1,6-dichloro-2-naphthyl)carbamic acid ethyl ester as a yellow soli... Reactants: COC1=C(C=CC=C1)O (2-methoxy-phenol), C([O-])([O-])=O.[K+].[K+] (potassium carbonate), COC(C(C(=O)OC)Cl)=O (dimethylchloromalonate). Solvent: CC(=O)C (acetone), CC(=O)C (acetone). Run at temperature 45 celsius. Product: COC(C(C(=O)OC)OC1=C(C=CC=C1)OC)=O (dimethyl-(2-methoxyphenoxy)malonate). RXN SMILES: [CH3:1][O:2][C:3]1[CH:8]=[CH:7][CH:6]=[CH:5][C:4]=1[OH:9].C(=O)([O-])[O-].[K+].[K+].[CH3:16][O:17][C:18](=[O:25])[CH:19](Cl)[C:20]([O:22][CH3:23])=[O:21]>CC(C)=O>[CH3:16][O:17][C:18](=[O:25])[CH:19]([O:9][C:4]1[CH:5]=[CH:6][CH:7]=[CH:8][C:3]=1[O:2][CH3:1])[C:20]([O:22][CH3:23])=[O:21] |f:1.2.3|. Procedure details: 2-methoxy-phenol (guaiacol) (48 ml) was slowly added to a stirred suspension of potassium carbonate (70.8 g) in acetone (480 ml) followed by heating to 45° C. Then dimethylchloromalonate (63.2 ml) in acetone (50 ml) was added within 20 min. The reaction mixture was heated to reflux for 16 h. The solvent was evaporated under reduced pressure, the residue taken into water and extracted with DCM. The combined organic layers were dried over sodium sulfate and evaporated. The oily product was crystal... Reactants: COS(=O)(=O)OC, CN(C)C=O, COC(=O)c1ccc(CNc2nc(-c3ccc(OCc4ccc(C5CCCCC5)cc4)cc3)cs2)cc1, CC(C)OC(C)C, [H-], [Na+], O. Product: COC(=O)c1ccc(CN(C)c2nc(-c3ccc(OCc4ccc(C5CCCCC5)cc4)cc3)cs2)cc1. RXN SMILES: [CH3:38][O:39][S:40]([O:41][CH3:42])(=[O:43])=[O:44].[CH3:54][N:55]([CH3:56])[CH:57]=[O:58].[CH:1]1([c:7]2[cH:8][cH:9][c:10]([CH2:11][O:12][c:13]3[cH:14][cH:15][c:16](-[c:19]4[n:20][c:21]([NH:24][CH2:25][c:26]5[cH:27][cH:28][c:29]([C:30](=[O:31])[O:32][CH3:33])[cH:34][cH:35]5)[s:22][cH:23]4)[cH:17][cH:18]3)[cH:36][cH:37]2)[CH2:2][CH2:3][CH2:4][CH2:5][CH2:6]1.[CH:47]([O:48][CH:49]([CH3:50])[CH3:51])([CH3:52])[CH3:53].[H-:45].[Na+:46].[OH2:59]>>[CH:1]1([c:7]2[cH:8][cH:9][c:10]([CH2:11][O:12][c:13]3[cH:14][cH:15][c:16](-[c:19]4[n:20][c:21]([N:24]([CH2:25][c:26]5[cH:27][cH:28][c:29]([C:30](=[O:31])[O:32][CH3:33])[cH:34][cH:35]5)[CH3:38])[s:22][cH:23]4)[cH:17][cH:18]3)[cH:36][cH:37]2)[CH2:2][CH2:3][CH2:4][CH2:5][CH2:6]1.